The task is: describe an organic reaction: reactants, conditions, products, and yield. This data is from the Open Reaction Database (ORD), a public repository of structured organic reaction records. Reaction SMILES: Br[C:2]1[CH:11]=[CH:10][C:9]2[C:4](=[CH:5][CH:6]=[C:7]([O:12][CH2:13][CH3:14])[CH:8]=2)[CH:3]=1.[Mg].[CH:16]([C:18]1[N:19]=[CH:20][N:21]([C:23]([C:36]2[CH:41]=[CH:40][CH:39]=[CH:38][CH:37]=2)([C:30]2[CH:35]=[CH:34][CH:33]=[CH:32][CH:31]=2)[C:24]2[CH:29]=[CH:28][CH:27]=[CH:26][CH:25]=2)[CH:22]=1)=[O:17].[Cl-].[NH4+]>C1COCC1.CI.O>[CH2:13]([O:12][C:7]1[CH:8]=[C:9]2[C:4](=[CH:5][CH:6]=1)[CH:3]=[C:2]([CH:16]([C:18]1[N:19]=[CH:20][N:21]([C:23]([C:24]3[CH:29]=[CH:28][CH:27]=[CH:26][CH:25]=3)([C:30]3[CH:31]=[CH:32][CH:33]=[CH:34][CH:35]=3)[C:36]3[CH:41]=[CH:40][CH:39]=[CH:38][CH:37]=3)[CH:22]=1)[OH:17])[CH:11]=[CH:10]2)[CH3:14] |f:3.4|. The reactants are C(=O)C=1N=CN(C1)C(C1=CC=CC=C1)(C1=CC=CC=C1)C1=CC=CC=C1 (4-formyl-1-tritylimidazole), [Mg] (magnesium), BrC1=CC2=CC=C(C=C2C=C1)OCC (2-Bromo-6-ethoxynaphthalene), [Cl-].[NH4+] (ammonium chloride), [Mg] (magnesium). Yield: 59.6%. The reagents and catalysts are CI (methyl iodide). Product: C(C)OC=1C=C2C=CC(=CC2=CC1)C(O)C=1N=CN(C1)C(C1=CC=CC=C1)(C1=CC=CC=C1)C1=CC=CC=C1 ((6-ethoxynaphthalen-2-yl)-(1-trityl-1H-imidazol-4-yl)methanol). The solvent is C1CCOC1 (THF), C1CCOC1 (THF), O (water). Reported procedure: 2-Bromo-6-ethoxynaphthalene (5.3 g) was dissolved in THF (40 ml) and magnesium (0.515 g) and methyl iodide (one drop) were added and the mixture was vigorously stirred to dissolve magnesium. The reaction mixture was ice-cooled and a solution of 4-formyl-1-tritylimidazole (7 g) in THF (80 ml) was added dropwise over 30 min. The mixture was stirred at room temperature for 1 h. To the reaction mixture were added saturated aqueous solution (40 ml) of ammonium chloride and water (40 ml) and the mixtu...